From a dataset of the Open Reaction Database (ORD), a public repository of structured organic reaction records. describe an organic reaction: reactants, conditions, products, and yield The reactants are BrB(Br)Br, ClCCl, COc1ccc(-c2noc(COc3ccc(F)c(C(N)=O)c3F)n2)cc1, O. The product is NC(=O)c1c(F)ccc(OCc2nc(-c3ccc(O)cc3)no2)c1F. Reaction SMILES: [B:1]([Br:2])([Br:3])[Br:4].[Cl:32][CH2:33][Cl:34].[F:5][c:6]1[c:7]([C:28](=[O:29])[NH2:30])[c:8]([F:27])[cH:9][cH:10][c:11]1[O:12][CH2:13][c:14]1[n:15][c:16](-[c:19]2[cH:20][cH:21][c:22]([O:25][CH3:26])[cH:23][cH:24]2)[n:17][o:18]1.[OH2:31]>>[F:5][c:6]1[c:7]([C:28](=[O:29])[NH2:30])[c:8]([F:27])[cH:9][cH:10][c:11]1[O:12][CH2:13][c:14]1[n:15][c:16](-[c:19]2[cH:20][cH:21][c:22]([OH:25])[cH:23][cH:24]2)[n:17][o:18]1.